This data is from the Open Reaction Database (ORD), a public repository of structured organic reaction records. The task is: describe an organic reaction: reactants, conditions, products, and yield The reactants are C(C)(C)(C)C1=CC=C(C(=O)N=C=S)C=C1 (4-t-butylbenzoyl isothiocyanate), ( 1 ), FC(CN)(F)F (2,2,2-trifluoroethylamine). Yields the product C(C)(C)(C)C1=CC=C(CNC(=S)NCC(F)(F)F)C=C1 (1-(4-t-butylbenzyl)-3-(2,2,2-trifluoroethyl)thiourea). The yield is 105.2%. Reaction SMILES: [C:1]([C:5]1[CH:15]=[CH:14][C:8]([C:9]([N:11]=[C:12]=[S:13])=O)=[CH:7][CH:6]=1)([CH3:4])([CH3:3])[CH3:2].[F:16][C:17]([F:21])([F:20])[CH2:18][NH2:19]>>[C:1]([C:5]1[CH:15]=[CH:14][C:8]([CH2:9][NH:11][C:12]([NH:19][CH2:18][C:17]([F:21])([F:20])[F:16])=[S:13])=[CH:7][CH:6]=1)([CH3:4])([CH3:3])[CH3:2]. Procedure details: 10.82 g of 4-t-butylbenzoyl isothiocyanate obtawined in (1) and 7.54 g of 2,2,2-trifluoroethylamine were dissolved in 20 ml of ethyl acetawte. The solution was left to stand at room temperature for 24 houirs. Ethyl acetate was evaporated under reduced prerssure. The resultilng oily product was purified by column chromatography silica gel; developing solvent hexane/ethyl acetate (4:1)) to give 15.80 g of the desired 1-(4-t-butylbenzyl)-3-(2,2,2-trifluoroethyl)thiourea. Starting materials: C1C=2C=3C=CC=CC3N3C2C(CC1)CCC3 (2,3,3a,4,5,6-hexahydro-1H-pyrido[3,2,1-jk]carbazole), ClC=1C(C(=C(C(C1Cl)=O)C#N)C#N)=O (2,3-dichloro-5,6-dicyano-1,4-benzoquinone). The solvent is O1CCCC1 (tetrahydrofuran), O (water), O1CCCC1 (tetrahydrofuran). Conditions: temperature 0 celsius. The product is C1(C=2C=3C=CC=CC3N3C2C(CC1)CCC3)=O (2,3,3a,4,5,6-Hexahydro-1H-pyrido[3,2,1-jk]carbazol-1-one). Reaction SMILES: [CH2:1]1[CH2:13][CH2:12][CH:11]2[CH2:14][CH2:15][CH2:16][N:9]3[C:10]2=[C:2]1[C:3]1[CH:4]=[CH:5][CH:6]=[CH:7][C:8]=13.ClC1C(=O)C(C#N)=C(C#N)C(=[O:25])C=1Cl>O1CCCC1.O>[C:1]1(=[O:25])[CH2:13][CH2:12][CH:11]2[CH2:14][CH2:15][CH2:16][N:9]3[C:10]2=[C:2]1[C:3]1[CH:4]=[CH:5][CH:6]=[CH:7][C:8]=13. Reported procedure: 7.2 g (0.034 mol) of 2,3,3a,4,5,6-hexahydro-1H-pyrido[3,2,1-jk]carbazole prepared according to A. S. Baily et al. J. C. S. Perkin I (1980) 97, were dissolved in 300 ml of tetrahydrofuran. The mixture was diluted with 30 ml of water and cooled to 0° C. A solution of 17.0 g (0.075 mol) of 2,3-dichloro-5,6-dicyano-1,4-benzoquinone in 150 ml of tetrahydrofuran was added dropwise in 10 minutes while stirring thoroughly at a reaction temperature between 0° and 5° C. The reaction mixture was stirred fo... Reaction SMILES: [CH2:16]1[O:17][CH2:18][CH2:19][CH2:20]1.[Cl:1][c:2]1[n:3][c:4]([Cl:12])[c:5]2[c:6]([n:7]1)[cH:8][c:9]([CH3:11])[s:10]2.[ClH:15].[Na+:14].[OH-:13]>>[Cl:1][c:2]1[nH:3][c:4](=[O:13])[c:5]2[c:6]([n:7]1)[cH:8][c:9]([CH3:11])[s:10]2. Starting materials: C1CCOC1, Cc1cc2nc(Cl)nc(Cl)c2s1, Cl, [Na+], [OH-]. Product: Cc1cc2nc(Cl)[nH]c(=O)c2s1. Yields the product FC=1C=C(C=C(C1)F)CC(=O)N[C@@H](C)C(=O)NC1C(N(CCC2=C1C=CC=C2)C)=O (1-(N′-(3,5-Difluorophenylacetyl)-L-alaninyl)amino-3-methyl-1,3,4,5-tetrahydro-2H-3-benzazepin-2-one). Reactants: FC=1C=C(C=C(C1)F)CC(=O)N[C@@H](C)C(=O)O (N-(3,5-Difluorophenylacetyl)-L-alanine), NC1C(N(CCC2=C1C=CC=C2)C)=O (1-amino-3-methyl-1,3,4,5-tetrahydro-2H-3-benzazepin-2-one). Procedure: Following General Procedure A above using N-(3,5-difluorophenylacetyl)-L-alanine (Example B) and 1-amino-3-methyl-1,3,4,5-tetrahydro-2H-3-benzazepin-2-one, the title compound was prepared. The reaction was monitored by dc on silica gel (Rf=0.15 in ethyl acetate) and purification was by flash chromatography using ethyl acetate as the eluant. Reaction SMILES: [F:1][C:2]1[CH:3]=[C:4]([CH2:9][C:10]([NH:12][C@H:13]([C:15]([OH:17])=O)[CH3:14])=[O:11])[CH:5]=[C:6]([F:8])[CH:7]=1.[NH2:18][CH:19]1[C:25]2[CH:26]=[CH:27][CH:28]=[CH:29][C:24]=2[CH2:23][CH2:22][N:21]([CH3:30])[C:20]1=[O:31]>>[F:8][C:6]1[CH:5]=[C:4]([CH2:9][C:10]([NH:12][C@H:13]([C:15]([NH:18][CH:19]2[C:25]3[CH:26]=[CH:27][CH:28]=[CH:29][C:24]=3[CH2:23][CH2:22][N:21]([CH3:30])[C:20]2=[O:31])=[O:17])[CH3:14])=[O:11])[CH:3]=[C:2]([F:1])[CH:7]=1.